Dataset: the Open Reaction Database (ORD), a public repository of structured organic reaction records. Task: describe an organic reaction: reactants, conditions, products, and yield Starting materials: O=C1CCC1, CNC(=O)c1ccc(Oc2ccc3c(c2)CCNCC3)c(Cl)c1. The product is CNC(=O)c1ccc(Oc2ccc3c(c2)CCN(C2CCC2)CC3)c(Cl)c1. As a reaction SMILES: [C:24]1(=[O:28])[CH2:25][CH2:26][CH2:27]1.[Cl:1][c:2]1[cH:3][c:4]([C:5](=[O:6])[NH:7][CH3:8])[cH:9][cH:10][c:11]1[O:12][c:13]1[cH:14][c:15]2[c:16]([cH:22][cH:23]1)[CH2:17][CH2:18][NH:19][CH2:20][CH2:21]2>>[Cl:1][c:2]1[cH:3][c:4]([C:5](=[O:6])[NH:7][CH3:8])[cH:9][cH:10][c:11]1[O:12][c:13]1[cH:14][c:15]2[c:16]([cH:22][cH:23]1)[CH2:17][CH2:18][N:19]([CH:24]1[CH2:25][CH2:26][CH2:27]1)[CH2:20][CH2:21]2. The reactants are OC1=C(C(N(C2=NC(=CC=C12)C#C[Si](C)(C)C)C)=O)C(=O)NCC(=O)O (2-(4-hydroxy-1-methyl-2-oxo-7-(2-(trimethylsilyl)ethynyl)-1,2-dihydro-1,8-naphthyridine-3-carboxamido)acetic acid), Cl (HCl), Example 19 ( b ), C([O-])([O-])=O.[K+].[K+] (potassium carbonate). The solvent is CO (MeOH), C1CCOC1 (THF). Conditions: temperature 23 celsius, time 23 hour. Product: C(#C)C1=CC=C2C(=C(C(N(C2=N1)C)=O)C(=O)NCC(=O)O)O (2-(7-Ethynyl-4-hydroxy-1-methyl-2-oxo-1,2-dihydro-1,8-naphthyridine-3-carboxamido)acetic acid). RXN SMILES: [OH:1][C:2]1[C:11]2[C:6](=[N:7][C:8]([C:12]#[C:13][Si](C)(C)C)=[CH:9][CH:10]=2)[N:5]([CH3:18])[C:4](=[O:19])[C:3]=1[C:20]([NH:22][CH2:23][C:24]([OH:26])=[O:25])=[O:21].C(=O)([O-])[O-].[K+].[K+].Cl>CO.C1COCC1>[C:12]([C:8]1[N:7]=[C:6]2[C:11]([C:2]([OH:1])=[C:3]([C:20]([NH:22][CH2:23][C:24]([OH:26])=[O:25])=[O:21])[C:4](=[O:19])[N:5]2[CH3:18])=[CH:10][CH:9]=1)#[CH:13] |f:1.2.3|. Reported procedure: To a solution of 2-(4-hydroxy-1-methyl-2-oxo-7-(2-(trimethylsilyl)ethynyl)-1,2-dihydro-1,8-naphthyridine-3-carboxamido)acetic acid (183 mg, 490 μmol, Example 19 (b)) in MeOH (5 mL) and THF (5 mL) was added potassium carbonate (339 mg, 2450 mmol), and the reaction mixture was stirred at 23° C. for 23 hours. The mixture was acidified with concentrated HCl, and filtered. The filter cake was washed with water (10 mL), Et2O (10 mL) and DCM (10 mL), and dried in vacuo to give the title compound as a b... Reactants: OCc1ccc2cc(Br)ccc2c1, ClCCl, O=[Cr](=O)([O-])Cl, c1cc[nH+]cc1. Product: O=Cc1ccc2cc(Br)ccc2c1. As a reaction SMILES: [Br:12][c:13]1[cH:14][c:15]2[cH:16][cH:17][c:18]([CH2:23][OH:24])[cH:19][c:20]2[cH:21][cH:22]1.[Cl:25][CH2:26][Cl:27].[O:1]=[Cr:2]([Cl:3])([O-:4])=[O:5].[nH+:6]1[cH:7][cH:8][cH:9][cH:10][cH:11]1>>[Br:12][c:13]1[cH:14][c:15]2[cH:16][cH:17][c:18]([CH:23]=[O:24])[cH:19][c:20]2[cH:21][cH:22]1. Reactants: Clc1ccc(Br)s1, COCCOC, [Na+], [Na+], O=C([O-])[O-], c1ccc(P(c2ccccc2)(c2ccccc2)[Pd](P(c2ccccc2)(c2ccccc2)c2ccccc2)(P(c2ccccc2)(c2ccccc2)c2ccccc2)P(c2ccccc2)(c2ccccc2)c2ccccc2)cc1, OB(O)c1cccs1. Product: Clc1ccc(-c2cccs2)s1. RXN SMILES: [Br:1][c:2]1[s:3][c:4]([Cl:7])[cH:5][cH:6]1.[CH2:22]([CH2:23][O:24][CH3:25])[O:26][CH3:27].[Na+:16].[Na+:17].[O-:18][C:19](=[O:20])[O-:21].[cH:28]1[cH:29][cH:30][c:31]([P:32]([Pd:33]([P:34]([c:35]2[cH:36][cH:37][cH:38][cH:39][cH:40]2)([c:41]2[cH:42][cH:43][cH:44][cH:45][cH:46]2)[c:47]2[cH:48][cH:49][cH:50][cH:51][cH:52]2)([P:53]([c:54]2[cH:55][cH:56][cH:57][cH:58][cH:59]2)([c:60]2[cH:61][cH:62][cH:63][cH:64][cH:65]2)[c:66]2[cH:67][cH:68][cH:69][cH:70][cH:71]2)[P:72]([c:73]2[cH:74][cH:75][cH:76][cH:77][cH:78]2)([c:79]2[cH:80][cH:81][cH:82][cH:83][cH:84]2)[c:85]2[cH:86][cH:87][cH:88][cH:89][cH:90]2)([c:91]2[cH:92][cH:93][cH:94][cH:95][cH:96]2)[c:97]2[cH:98][cH:99][cH:100][cH:101][cH:102]2)[cH:103][cH:104]1.[s:8]1[c:9]([B:13]([OH:14])[OH:15])[cH:10][cH:11][cH:12]1>>[c:2]1(-[c:9]2[s:8][cH:12][cH:11][cH:10]2)[s:3][c:4]([Cl:7])[cH:5][cH:6]1.